This data is from the Open Reaction Database (ORD), a public repository of structured organic reaction records. The task is: describe an organic reaction: reactants, conditions, products, and yield Starting materials: ClCCl, CCOC(=O)Cc1csc(NC)n1, CCC(C)(C)OC(=O)Cl, O, c1ccncc1. Product: CCOC(=O)Cc1csc(N(C)C(=O)OC(C)(C)CC)n1. Reaction SMILES: [CH2:30]([Cl:31])[Cl:32].[CH3:1][NH:2][c:3]1[s:4][cH:5][c:6]([CH2:8][C:9](=[O:10])[O:11][CH2:12][CH3:13])[n:7]1.[Cl:14][C:15](=[O:16])[O:17][C:18]([CH3:19])([CH3:20])[CH2:21][CH3:22].[OH2:23].[cH:24]1[cH:25][cH:26][n:27][cH:28][cH:29]1>>[CH3:1][N:2]([c:3]1[s:4][cH:5][c:6]([CH2:8][C:9](=[O:10])[O:11][CH2:12][CH3:13])[n:7]1)[C:15](=[O:16])[O:17][C:18]([CH3:19])([CH3:20])[CH2:21][CH3:22].